Dataset: the Open Reaction Database (ORD), a public repository of structured organic reaction records. Task: describe an organic reaction: reactants, conditions, products, and yield The reactants are CC=1C=CC(=CC1)C (p-Xylene), C1=CCCCC1 (cyclohexene), Y-20. The reagents and catalysts are zeolite. Conditions: temperature 141 celsius. Product: C1(CCCCC1)C1=C(C=CC(=C1)C)C (Cyclohexyl-p-Xylene). As a reaction SMILES: [CH3:1][C:2]1[CH:3]=[CH:4][C:5]([CH3:8])=[CH:6][CH:7]=1.[CH:9]1[CH2:14][CH2:13][CH2:12][CH2:11][CH:10]=1>>[CH:9]1([C:3]2[CH:4]=[C:5]([CH3:8])[CH:6]=[CH:7][C:2]=2[CH3:1])[CH2:14][CH2:13][CH2:12][CH2:11][CH2:10]1. Reported procedure: p-Xylene (50 g, 0.47 moles), 2 g (0.024 moles) of cyclohexene and 1 g of Y-20 zeolite catalyst were placed in a 100 M1, 3-neck flask bottle with a stirrer and water condenser. The flask was purged with nitrogen and the reaction mixture heated until refluxing began at 126° C.. Cyclohexene was added in 2 g increments and the reflux temperature gradually increased to 141° C. A total of 12 g of cyclohexene was added during a total reaction time of 7 hours. Starting materials: BrC1=CC=C(C=N1)O (6-bromopyridin-3-ol), COC1=CC=C(C=C1)CCl (PMBCl), C(=O)([O-])[O-].[K+].[K+] (K2CO3), CN(C)C=O (DMF), resultant mixture. The solvent is O (water). Product: BrC1=NC=C(C=C1)OCC1=CC=C(C=C1)OC (2-Bromo-5-(4-methoxybenzyloxy) pyridine). As a reaction SMILES: [Br:1][C:2]1[N:7]=[CH:6][C:5]([OH:8])=[CH:4][CH:3]=1.[CH3:9][O:10][C:11]1[CH:16]=[CH:15][C:14]([CH2:17]Cl)=[CH:13][CH:12]=1.C([O-])([O-])=O.[K+].[K+].CN(C=O)C>O>[Br:1][C:2]1[CH:3]=[CH:4][C:5]([O:8][CH2:17][C:14]2[CH:15]=[CH:16][C:11]([O:10][CH3:9])=[CH:12][CH:13]=2)=[CH:6][N:7]=1 |f:2.3.4|. Procedure: To a round-bottomed flask was added 6-bromopyridin-3-ol (5.0 g), PMBCl (4.95 g), K2CO3 (7.93 g) and DMF (20 mL). The resultant mixture was stirred at r.t. overnight. The reaction mixture was diluted with water (50 mL) and extracted with ethyl acetate (50 mL×2). The combined organic layers was washed with water (20 mL×2), brine (20 mL×2), and dried over anhydrous Na2SO4. After filtration and evaporation of the solvent, the residue was recrystallized from ethyl acetate and petroleum ether to provi... The reactants are [N+](=O)([O-])C1=CC=C(C=C1)S(=O)(=O)NCCC[C@H](NC(=O)OCC1C2=CC=CC=C2C=2C=CC=CC12)C(=O)O (Nδ-(4-Nitrobenzenesulfonyl)-Nα-(9-fluorenylmethoxycarbonyl)-L-ornithine). The reagents and catalysts are [Pd] (Pd/C). Run in CO (MeOH). The product is NC1=CC=C(C=C1)S(=O)(=O)NCCC[C@H](NC(=O)OCC1C2=CC=CC=C2C=2C=CC=CC12)C(=O)O (Nδ-(4-Aminobenzenesulfonyl)-Nα-(9-fluorenylmethoxycarbonyl)-L-ornithine). Yield: 96.0%. RXN SMILES: [N+:1]([C:4]1[CH:9]=[CH:8][C:7]([S:10]([NH:13][CH2:14][CH2:15][CH2:16][C@@H:17]([C:36]([OH:38])=[O:37])[NH:18][C:19]([O:21][CH2:22][CH:23]2[C:35]3[CH:34]=[CH:33][CH:32]=[CH:31][C:30]=3[C:29]3[C:24]2=[CH:25][CH:26]=[CH:27][CH:28]=3)=[O:20])(=[O:12])=[O:11])=[CH:6][CH:5]=1)([O-])=O>CO.[Pd]>[NH2:1][C:4]1[CH:5]=[CH:6][C:7]([S:10]([NH:13][CH2:14][CH2:15][CH2:16][C@@H:17]([C:36]([OH:38])=[O:37])[NH:18][C:19]([O:21][CH2:22][CH:23]2[C:35]3[CH:34]=[CH:33][CH:32]=[CH:31][C:30]=3[C:29]3[C:24]2=[CH:25][CH:26]=[CH:27][CH:28]=3)=[O:20])(=[O:11])=[O:12])=[CH:8][CH:9]=1. Procedure details: The product obtained from example 28 (54.0 mg, 0.10 mmol) was dissolved in MeOH (5 mL) and then hydrogenated using 10% Pd/C as catalyst at atmospheric pressure for 1 h. The catalyst was filtered off and the filtrate was evaporated in vacuo to yield 96% of the title compound. The product is CCOC(=O)C(C(=O)O)C(c1ccccc1)c1ccc(NC(=O)OC(C)(C)C)nc1. The reactants are ClCCl, CCOC(=O)C(C(=O)OCC)C(c1ccccc1)c1ccc(NC(=O)OC(C)(C)C)nc1, CCO, [K+], [OH-]. As a reaction SMILES: [CH2:38]([Cl:39])[Cl:40].[CH2:3]([CH3:4])[O:5][C:6]([CH:7]([C:8](=[O:9])[O:10][CH2:11][CH3:12])[CH:13]([c:14]1[cH:15][cH:16][cH:17][cH:18][cH:19]1)[c:20]1[cH:21][n:22][c:23]([NH:26][C:27](=[O:28])[O:29][C:30]([CH3:31])([CH3:32])[CH3:33])[cH:24][cH:25]1)=[O:34].[CH3:35][CH2:36][OH:37].[K+:2].[OH-:1]>>[CH2:3]([CH3:4])[O:5][C:6]([CH:7]([C:8](=[O:9])[OH:10])[CH:13]([c:14]1[cH:15][cH:16][cH:17][cH:18][cH:19]1)[c:20]1[cH:21][n:22][c:23]([NH:26][C:27](=[O:28])[O:29][C:30]([CH3:31])([CH3:32])[CH3:33])[cH:24][cH:25]1)=[O:34]. The reactants are COC=CCCC1CCC(c2ccc(C#N)cc2)CC1, Cl, O. Product: N#Cc1ccc(C2CCC(CCCC=O)CC2)cc1. As a reaction SMILES: [CH3:1][O:2][CH:3]=[CH:4][CH2:5][CH2:6][CH:7]1[CH2:8][CH2:9][CH:10]([c:13]2[cH:14][cH:15][c:16]([C:17]#[N:18])[cH:19][cH:20]2)[CH2:11][CH2:12]1.[ClH:21].[OH2:22]>>[O:2]=[CH:3][CH2:4][CH2:5][CH2:6][CH:7]1[CH2:8][CH2:9][CH:10]([c:13]2[cH:14][cH:15][c:16]([C:17]#[N:18])[cH:19][cH:20]2)[CH2:11][CH2:12]1.